This data is from the Open Reaction Database (ORD), a public repository of structured organic reaction records. The task is: describe an organic reaction: reactants, conditions, products, and yield The reactants are C(CCC)N (n-butylamine), N (ammonia), N1=C(Cl)N=C(Cl)N=C1Cl (cyanuric chloride), C(O)([O-])=O.[K+] (potassium hydrogen carbonate). Run in O (water), C(C)#N (acetonitrile), O (water). Conditions: temperature 5 celsius, time 2 hour. Product: NC1=NC(=NC(=N1)NCCCC)Cl (2-amino-4-n-butylamino-6-chloro-1,3,5-triazine). Reaction SMILES: [N:1]1[C:8](Cl)=[N:7][C:5]([Cl:6])=[N:4][C:2]=1Cl.[CH2:10]([NH2:14])[CH2:11][CH2:12][CH3:13].C(=O)([O-])O.[K+].[NH3:20]>O.C(#N)C>[NH2:20][C:8]1[N:1]=[C:2]([NH:14][CH2:10][CH2:11][CH2:12][CH3:13])[N:4]=[C:5]([Cl:6])[N:7]=1 |f:2.3|. Reported procedure: To a mixture of 18.5 g (0.1 mol) of cyanuric chloride and 150 mL of acetonitrile was added a mixed solution of 7.3 g (0.1 mol) of n-butylamine and 20 mL of water over 2 hours by keeping the reaction temperature not to exceed 5° C. Thereafter, while maintaining the temperature at 5° C. or lower, a solution of 10.0 g (0.1 mol) of potassium hydrogen carbonate in 40 mL of water was dropwise added over 1 hour, and stirring was continued for additional 2 hours. Subsequently, 15.2 g (0.25 mol) of an aq... The reactants are ClC1=CC=C(C=N1)C(=O)N1CC=2N(CC3=C1C=CC=C3)C=CC2 (10-[(6-chloro-3-pyridinyl)carbonyl]-10,11-dihydro-5H-pyrrolo[2,1-c][1,4]benzodiazepine), NC=1C(=CC=CC1)C (o-toluidine), ice water. The solvent is CN(C=O)C (N,N-dimethylformamide). Yields the product CC1=C(C=CC=C1)NC1=CC=C(C=N1)C(=O)N1CC=2N(CC3=C1C=CC=C3)C=CC2 (10,11-Dihydro-10-[[6-[(2-methylphenyl)amino]-3-pyridinyl]carbonyl]-5H-pyrrolo[2,1-c][1,4]benzodiazepine). The yield is 91.9%. As a reaction SMILES: Cl[C:2]1[N:7]=[CH:6][C:5]([C:8]([N:10]2[C:16]3[CH:17]=[CH:18][CH:19]=[CH:20][C:15]=3[CH2:14][N:13]3[CH:21]=[CH:22][CH:23]=[C:12]3[CH2:11]2)=[O:9])=[CH:4][CH:3]=1.[NH2:24][C:25]1[C:26]([CH3:31])=[CH:27][CH:28]=[CH:29][CH:30]=1>CN(C)C=O>[CH3:31][C:26]1[CH:27]=[CH:28][CH:29]=[CH:30][C:25]=1[NH:24][C:2]1[N:7]=[CH:6][C:5]([C:8]([N:10]2[C:16]3[CH:17]=[CH:18][CH:19]=[CH:20][C:15]=3[CH2:14][N:13]3[CH:21]=[CH:22][CH:23]=[C:12]3[CH2:11]2)=[O:9])=[CH:4][CH:3]=1. Procedure: A mixture of 0.5 g of 10-[(6-chloro-3-pyridinyl)carbonyl]-10,11-dihydro-5H-pyrrolo[2,1-c][1,4]benzodiazepine and 0.36 g of o-toluidine in 60 ml of N,N-dimethylformamide is refluxed for 16 hours. The mixture is poured into 200 ml of ice-water and extracted with three 100 ml portions of chloroform. The extract is washed with water, dried (Na2SO4) and the solvent removed. The residue is purified by chromatography on silica gel prep-plates with hexane-ethyl acetate (5:1) as solvent to give 0.56 g of... The reactants are BrC=1C=CC2=C(C(=C(O2)C(=O)O)CC)C1 (5-bromo-3-ethylbenzofuran-2-carboxylic acid), CO (Methanol). Solvent: O1CCCC1 (tetrahydrofuran). Conditions: temperature 0 celsius, time 1 hour. Product: BrC=1C=CC2=C(C(=C(O2)CO)CC)C1 (5-bromo-3-ethyl-2-hydroxymethylbenzofuran). Isolated yield 58.0%. As a reaction SMILES: [Br:1][C:2]1[CH:3]=[CH:4][C:5]2[O:9][C:8]([C:10](O)=[O:11])=[C:7]([CH2:13][CH3:14])[C:6]=2[CH:15]=1.CO>O1CCCC1>[Br:1][C:2]1[CH:3]=[CH:4][C:5]2[O:9][C:8]([CH2:10][OH:11])=[C:7]([CH2:13][CH3:14])[C:6]=2[CH:15]=1. Procedure details: To a stirred solution of 5-bromo-3-ethylbenzofuran-2-carboxylic acid (1.91 g) in dry tetrahydrofuran (70 ml) at 0° C. under an atmosphere of dry nitrogen was added dropwise borane-tetrahydrofuran complex (25 ml of 1M solution). The solution was stirred at 0° C. for 1 hour and then at room temperature for 24 hours. Methanol was added continuously to decompose the excess borane complex and then the solution was evaporated. The residue was dissolved in ether and the solution was washed with water a... The reactants are O=C([O-])O, Cc1cc(N2CN=C(C(F)(F)F)O2)cc(C)c1OCCCc1ccc(C2(C)OCCO2)nn1, CC(=O)O, [Na+], O. Yields the product CC(=O)c1ccc(CCCOc2c(C)cc(N3CN=C(C(F)(F)F)O3)cc2C)nn1. As a reaction SMILES: [C:38](=[O:39])([OH:40])[O-:41].[CH3:1][C:2]1([c:7]2[cH:8][cH:9][c:10]([CH2:13][CH2:14][CH2:15][O:16][c:17]3[c:18]([CH3:33])[cH:19][c:20]([N:24]4[O:25][C:26]([C:29]([F:30])([F:31])[F:32])=[N:27][CH2:28]4)[cH:21][c:22]3[CH3:23])[n:11][n:12]2)[O:3][CH2:6][CH2:5][O:4]1.[CH3:34][C:35](=[O:36])[OH:37].[Na+:42].[OH2:43]>>[CH3:1][C:2](=[O:3])[c:7]1[cH:8][cH:9][c:10]([CH2:13][CH2:14][CH2:15][O:16][c:17]2[c:18]([CH3:33])[cH:19][c:20]([N:24]3[O:25][C:26]([C:29]([F:30])([F:31])[F:32])=[N:27][CH2:28]3)[cH:21][c:22]2[CH3:23])[n:11][n:12]1. As a reaction SMILES: [CH3:39][C:40]#[N:41].[CH3:43][CH2:44][O:45][C:46]([CH3:47])=[O:48].[Cl:1][CH2:2][c:3]1[n:4][o:5][c:6](-[c:8]2[cH:9][cH:10][n:11][cH:12][cH:13]2)[n:7]1.[OH2:42].[c:14]1([CH:20]([C:21](=[O:22])[O:23][CH:24]2[CH2:25][N:26]3[CH2:27][CH2:28][CH:29]2[CH2:30][CH2:31]3)[NH:32][c:33]2[cH:34][cH:35][cH:36][cH:37][cH:38]2)[cH:15][cH:16][cH:17][cH:18][cH:19]1>>[CH2:2]([c:3]1[n:4][o:5][c:6](-[c:8]2[cH:9][cH:10][n:11][cH:12][cH:13]2)[n:7]1)[N+:26]12[CH2:25][CH:24]([O:23][C:21]([CH:20]([c:14]3[cH:15][cH:16][cH:17][cH:18][cH:19]3)[NH:32][c:33]3[cH:34][cH:35][cH:36][cH:37][cH:38]3)=[O:22])[CH:29]([CH2:28][CH2:27]1)[CH2:30][CH2:31]2.[Cl-:1]. Reactants: CC#N, CCOC(C)=O, ClCc1noc(-c2ccncc2)n1, O, O=C(OC1CN2CCC1CC2)C(Nc1ccccc1)c1ccccc1. Product: O=C(OC1C[N+]2(Cc3noc(-c4ccncc4)n3)CCC1CC2)C(Nc1ccccc1)c1ccccc1, [Cl-].